Dataset: the Open Reaction Database (ORD), a public repository of structured organic reaction records. Task: describe an organic reaction: reactants, conditions, products, and yield Starting materials: [Al+3], OCCc1ccccc1, COC(=O)CCC(=O)Cl, CO, CCOC(C)=O, [Cl-], [Cl-], [Cl-], ClCCl, [Na]. The product is COC(=O)CCC(=O)c1ccc(CCO)cc1. Reaction SMILES: [Al+3:20].[CH2:1]([CH2:2][c:3]1[cH:4][cH:5][cH:6][cH:7][cH:8]1)[OH:9].[CH3:10][O:11][C:12]([CH2:13][CH2:14][C:15](=[O:16])[Cl:17])=[O:18].[CH3:24][OH:25].[CH3:26][CH2:27][O:28][C:29](=[O:30])[CH3:31].[Cl-:19].[Cl-:21].[Cl-:22].[Cl:32][CH2:33][Cl:34].[Na:23]>>[CH2:1]([CH2:2][c:3]1[cH:4][cH:5][c:6]([C:15]([CH2:14][CH2:13][C:12]([O:11][CH3:10])=[O:18])=[O:16])[cH:7][cH:8]1)[OH:9]. Reactants: C(C1=CC=CC=C1)(=O)N1C(N(C=C(C1=O)C1=CC(=NC=C1)C)CCCCCl)=O (3-Benzoyl-1-(4-chloro-butyl)-5-(2-methyl-pyridin-4-yl)-1H-pyrimidine-2,4-dione). The solvent is N (NH3), CO (MeOH). Conditions: time 3 hour. The product is ClCCCCN1C(NC(C(=C1)C1=CC(=NC=C1)C)=O)=O (1-(4-Chloro-butyl)-5-(2-methyl-pyridin-4-yl)-1H-pyrimidine-2,4-dione). Reaction SMILES: C([N:9]1[C:14](=[O:15])[C:13]([C:16]2[CH:21]=[CH:20][N:19]=[C:18]([CH3:22])[CH:17]=2)=[CH:12][N:11]([CH2:23][CH2:24][CH2:25][CH2:26][Cl:27])[C:10]1=[O:28])(=O)C1C=CC=CC=1>N.CO>[Cl:27][CH2:26][CH2:25][CH2:24][CH2:23][N:11]1[CH:12]=[C:13]([C:16]2[CH:21]=[CH:20][N:19]=[C:18]([CH3:22])[CH:17]=2)[C:14](=[O:15])[NH:9][C:10]1=[O:28]. Procedure details: 3-Benzoyl-1-(4-chloro-butyl)-5-(2-methyl-pyridin-4-yl)-1H-pyrimidine-2,4-dione (Prep 45, 100 mg, 0.25 mmol) was dissolved in a solution of 3% NH3 in MeOH (5 mL). The mixture was stirred at room temperature for 3 hours, the solvent was then evaporated under vacuum to give the title compound that was used in the next step without further purification. Reactants: C1(=CC=CC=C1)C1C(CCCC1)=O (2-phenylcyclohexanone), C[C@H]1NCCNC1 ((R)-2-methylpiperazine), [BH4-].[Na+] (NaBH4). Reagents/catalysts: CC([O-])C.[Ti+4].CC([O-])C.CC([O-])C.CC([O-])C (titanium (4+) isopropoxide). Solvent: CO (MeOH). Reaction conditions: temperature 80 celsius, time 30 minute. The product is C[C@@H]1CN(CCN1)C1C(CCCC1)C1=CC=CC=C1 ((3R)-3-methyl-1-(2-phenylcyclohexyl)-piperazine). Yield: 70.5%. RXN SMILES: [C:1]1([CH:7]2[CH2:12][CH2:11][CH2:10][CH2:9][C:8]2=O)[CH:6]=[CH:5][CH:4]=[CH:3][CH:2]=1.[CH3:14][C@@H:15]1[CH2:20][NH:19][CH2:18][CH2:17][NH:16]1.[BH4-].[Na+]>CC(C)[O-].[Ti+4].CC(C)[O-].CC(C)[O-].CC(C)[O-].CO>[CH3:14][C@H:15]1[NH:16][CH2:17][CH2:18][N:19]([CH:8]2[CH2:9][CH2:10][CH2:11][CH2:12][CH:7]2[C:1]2[CH:2]=[CH:3][CH:4]=[CH:5][CH:6]=2)[CH2:20]1 |f:2.3,4.5.6.7.8|. Procedure details: A mixture of 2-phenylcyclohexanone (1.74 g, 9.99 mmol), (R)-2-methylpiperazine (3.00 g, 30.0 mmol) and titanium (4+) isopropoxide (5.85 ml, 20.0 mmol) was heated at 80° C. under N2 overnight. After cooling to rt, 10 mL of MeOH was added followed by slow addition of NaBH4 (1.13 g, 30.0 mmol). After stirring for 30 min, the solvent was evaporated and the residue was redissolved in EtOAc. The solution was treated with 15 g of NaHCO3 and 1 mL of water to generate slurry. This was filtered with large... The reactants are OC1=CC=C2C(C(=C(OC2=C1)C)C1=CC=CC=C1)=O (7-hydroxy-2-methyl-isoflavone), C([O-])([O-])=O.[K+].[K+] (potassium carbonate), [K] (potassium), C(C1=CC=CC=C1)Cl (benzyl chloride). Solvent: CC(=O)C (acetone). The product is C(C1=CC=CC=C1)OC1=CC=C2C(C(=C(OC2=C1)C)C1=CC=CC=C1)=O (7-benzyloxy-2-methyl-isoflavone). Reaction SMILES: [OH:1][C:2]1[CH:11]=[C:10]2[C:5]([C:6](=[O:19])[C:7]([C:13]3[CH:18]=[CH:17][CH:16]=[CH:15][CH:14]=3)=[C:8]([CH3:12])[O:9]2)=[CH:4][CH:3]=1.C(=O)([O-])[O-].[K+].[K+].[K].[CH2:27](Cl)[C:28]1[CH:33]=[CH:32][CH:31]=[CH:30][CH:29]=1>CC(C)=O>[CH2:27]([O:1][C:2]1[CH:11]=[C:10]2[C:5]([C:6](=[O:19])[C:7]([C:13]3[CH:18]=[CH:17][CH:16]=[CH:15][CH:14]=3)=[C:8]([CH3:12])[O:9]2)=[CH:4][CH:3]=1)[C:28]1[CH:33]=[CH:32][CH:31]=[CH:30][CH:29]=1 |f:1.2.3,^1:25|. Procedure: 10 g of 7-hydroxy-2-methyl-isoflavone, 10 g of anhydrous potassium carbonate, 1 g of potassium iddide and 12.5 g of benzyl chloride are boiled in 200 ml of anhydrous acetone for 2 hours with stirring, under a reflux condenser. On subjecting the mixture to steam distillation, the crude product precipitating from a mixture of 100 ml of methanol and 40 ml of acetone, yielding white needle crystalls of 7-benzyloxy-2-methyl-isoflavone, m.p. 139°-141°C.